This data is from the Open Reaction Database (ORD), a public repository of structured organic reaction records. The task is: describe an organic reaction: reactants, conditions, products, and yield Starting materials: C=12C(C(=O)OC(C=3C2=CC=CC3)=O)=CC=CC1 (Diphenic anhydride), CO (methanol). Product: C=1(C(C(=O)O)=CC=CC1)C=1C(C(=O)O)=CC=CC1 (diphenic acid). Reaction SMILES: [C:1]12[C:8]3=[CH:9][CH:10]=[CH:11][CH:12]=[C:7]3[C:6](=[O:13])[O:5][C:3](=[O:4])[C:2]1=[CH:14][CH:15]=[CH:16][CH:17]=2.C[OH:19]>>[C:1]1([C:8]2[C:7](=[CH:12][CH:11]=[CH:10][CH:9]=2)[C:6]([OH:5])=[O:13])[C:2](=[CH:14][CH:15]=[CH:16][CH:17]=1)[C:3]([OH:19])=[O:4]. Reported procedure: Diphenic anhydride (10 g, 0.045 mol) was dissolved in 30 ml of methanol and refluxed overnight. Removal of the solvent and drying the product under vacuum afforded 11.8 g of diphenic acid momo-methyl ester. The reactants are CN(C)c1ccncc1, Cl, N#CO[K], Nc1ccc(-c2c[nH]c(=O)cn2)cc1, O. Product: NC(=O)Nc1ccc(-c2c[nH]c(=O)cn2)cc1. RXN SMILES: [CH3:21][N:22]([CH3:23])[c:24]1[cH:25][cH:26][n:27][cH:28][cH:29]1.[ClH:1].[K:16][O:17][C:18]#[N:19].[NH2:2][c:3]1[cH:4][cH:5][c:6](-[c:9]2[n:10][cH:11][c:12](=[O:15])[nH:13][cH:14]2)[cH:7][cH:8]1.[OH2:20]>>[NH:2]([c:3]1[cH:4][cH:5][c:6](-[c:9]2[n:10][cH:11][c:12](=[O:15])[nH:13][cH:14]2)[cH:7][cH:8]1)[C:18](=[O:17])[NH2:19]. Starting materials: C(#N)C1(CC1)C=1C=C(C(=O)NC2=C(C=CC(=C2)OC2=CC=C(C=C2)[N+](=O)[O-])C)C=CC1 (3-(1-cyanocyclopropyl)-N-[2-methyl-5-(4-nitrophenoxy)phenyl]benzamide), [Cl-].[Ca+2].[Cl-] (calcium chloride), reduced iron, O (water). The solvent is C(C)O (ethanol). Conditions: temperature 80 celsius. Product: NC1=CC=C(OC=2C=CC(=C(C2)NC(C2=CC(=CC=C2)C2(CC2)C#N)=O)C)C=C1 (N-[5-(4-aminophenoxy)-2-methylphenyl]-3-(1-cyanocyclopropyl)benzamide). Yield: 81.1%. RXN SMILES: [C:1]([C:3]1([C:6]2[CH:7]=[C:8]([CH:29]=[CH:30][CH:31]=2)[C:9]([NH:11][C:12]2[CH:17]=[C:16]([O:18][C:19]3[CH:24]=[CH:23][C:22]([N+:25]([O-])=O)=[CH:21][CH:20]=3)[CH:15]=[CH:14][C:13]=2[CH3:28])=[O:10])[CH2:5][CH2:4]1)#[N:2].[Cl-].[Ca+2].[Cl-].O>C(O)C>[NH2:25][C:22]1[CH:23]=[CH:24][C:19]([O:18][C:16]2[CH:15]=[CH:14][C:13]([CH3:28])=[C:12]([NH:11][C:9](=[O:10])[C:8]3[CH:29]=[CH:30][CH:31]=[C:6]([C:3]4([C:1]#[N:2])[CH2:5][CH2:4]4)[CH:7]=3)[CH:17]=2)=[CH:20][CH:21]=1 |f:1.2.3|. Reported procedure: A suspension of 3-(1-cyanocyclopropyl)-N-[2-methyl-5-(4-nitrophenoxy)phenyl]benzamide (3.19 g, 22.5 mmol), calcium chloride (5.55 g, 50 mmol) and reduced iron (14.5 g, 260 mmol) in ethanol (540 mL)/water (60 mL) was stirred with heating at 80° C. for 12 hr. The reaction mixture was cooled to room temperature, passed through a pad filled with celite to separate insoluble material, and the insoluble material was washed with ethanol. The filtrate and the washing were combined and concentrated under... Reactants: FC1=CC=C(C=C1)C1=CC=C(C=C1)CN1C(C2=CC=C(C=C2CC1)OCC=O)=O (α-[2-(4'-fluoro-4-biphenylylmethyl)-1-oxo-1,2,3,4-tetrahydroisoquinolin-6-yloxy]-acetaldehyde), Cl.NO (hydroxylamine hydrochloride). Solvent: N1=CC=CC=C1 (pyridine), CCO (EtOH). Run at time 8 hour. Product: FC1=CC=C(C=C1)C1=CC=C(C=C1)CN1C(C2=CC=C(C=C2CC1)OCC=NO)=O (α-[2-(4'-fluoro-4-biphenylylmethyl)-1-oxo-1,2,3,4-tetrahydroisoquinolin-6-yloxy]-acetaldehyde oxime). Reaction SMILES: [F:1][C:2]1[CH:7]=[CH:6][C:5]([C:8]2[CH:13]=[CH:12][C:11]([CH2:14][N:15]3[CH2:24][CH2:23][C:22]4[C:17](=[CH:18][CH:19]=[C:20]([O:25][CH2:26][CH:27]=O)[CH:21]=4)[C:16]3=[O:29])=[CH:10][CH:9]=2)=[CH:4][CH:3]=1.Cl.[NH2:31][OH:32]>N1C=CC=CC=1.CCO>[F:1][C:2]1[CH:7]=[CH:6][C:5]([C:8]2[CH:13]=[CH:12][C:11]([CH2:14][N:15]3[CH2:24][CH2:23][C:22]4[C:17](=[CH:18][CH:19]=[C:20]([O:25][CH2:26][CH:27]=[N:31][OH:32])[CH:21]=4)[C:16]3=[O:29])=[CH:10][CH:9]=2)=[CH:4][CH:3]=1 |f:1.2|. Reported procedure: To a solution of the above aldehyde (~23 mmol) in pyridine (20 ml) and EtOH (20 ml) is added hydroxylamine hydrochloride (3.2 g, 46 mmol). The reaction mixture is stirred overnight. The solvent is removed in vacuo and the residue dissolved in EtOAc (300 ml) and 2N HCl (300 ml). The EtOAc portion is washed with saturated NaHCO3 solution (300 ml), saturated NaCl solution (300 ml), dried over MgSO4, and concentrated in vacuo. The resulting material is purified by chromatography (silica gel 1:9 EtOA... Starting materials: NC1=C(C(=O)OC)C=CC=C1 (methyl 2-amino-benzoate), C(C)[Mg]Br (ethylmagnesium bromide), CCOCC (ether), Cl (hydrochloride), [OH-].[Na+] (sodium hydroxide), C(=O)(N1C=NC=C1)N1C=NC=C1 (1,1′-carbonyldiimidazole). The solvent is C(C)(=O)OCC (ethyl acetate), C1CCOC1 (THF). Reaction conditions: time 2 hour. Yields the product C(C)C1(C2=C(NC(O1)=O)C=CC=C2)CC (4,4-Diethyl-1,4-dihydro-benzo[d][1,3]oxazin-2-one). Yield: 72.0%. Reaction SMILES: [NH2:1][C:2]1[CH:11]=[CH:10][CH:9]=[CH:8][C:3]=1[C:4]([O:6][CH3:7])=O.[CH2:12]([Mg]Br)[CH3:13].[CH3:16][CH2:17]OCC.Cl.[OH-].[Na+].C(N1C=CN=C1)(N1C=CN=C1)=[O:25]>C1COCC1.C(OCC)(=O)C>[CH2:16]([C:4]1([CH2:12][CH3:13])[O:6][C:7](=[O:25])[NH:1][C:2]2[CH:11]=[CH:10][CH:9]=[CH:8][C:3]1=2)[CH3:17] |f:4.5|. Reported procedure: A solution of methyl 2-amino-benzoate (15.1 grams (g), 100 millimoles (mmol)) in dry THF (200 milliliters (mL)) was treated at −78° C. under nitrogen with a solution of ethylmagnesium bromide in ether (3.0 M, 133 mL, 399 mmol). The reaction mixture was slowly warmed to ambient temperature, kept stirring for 2 hours under nitrogen and then poured into a cold 1 N aqueous hydrochloride solution (500 mL). The mixture was neutralized with aqueous 1 N sodium hydroxide solution and ethyl acetate (500 m... Reactants: ClC1=NC(=CC=C1)Cl (2,6-dichloropyridine), C(C(C)C)#N (isobutyronitrile), C[Si](C)(C)[N-][Si](C)(C)C.[K+] (KHMDS). Run in C1(=CC=CC=C1)C (toluene), C(C)OCC (diethyl ether), C1(=CC=CC=C1)C (toluene), C1(=CC=CC=C1)C (toluene). Run at time 15 minute. Isolated yield 51.0%. As a reaction SMILES: [C:1](#[N:5])[CH:2]([CH3:4])[CH3:3].C[Si]([N-][Si](C)(C)C)(C)C.[K+].Cl[C:17]1[CH:22]=[CH:21][CH:20]=[C:19]([Cl:23])[N:18]=1>C1(C)C=CC=CC=1.C(OCC)C>[Cl:23][C:19]1[N:18]=[C:17]([C:2]([CH3:4])([CH3:3])[C:1]#[N:5])[CH:22]=[CH:21][CH:20]=1 |f:1.2|. Procedure: To a solution of isobutyronitrile (T) (830 mg, 12 mmol, 1 equiv.) in toluene (16 mL) at 0° C., a solution of KHMDS 0.5 M in toluene (26 mL, 13 mmol, 1.05 equiv.) was added. The resulting mixture was warmed to room temperature and stirred for 15 min. This mixture was then added to a solution of 2,6-dichloropyridine (S)(4.39 g, 29.7 mmol, 2.5 equiv.) in toluene (10 mL) and the resulting solution was stirred at room temperature for 1 h. The reaction was quenched with a saturated solution of NH4Cl, ... The product is ClC1=CC=CC(=N1)C(C#N)(C)C (2-(6-chloropyridin-2-yl)-2-methylpropanenitrile), solid. Starting materials: C(C1=CC=CC=C1)[C@@H]([C@@H](CN(S(=O)(=O)C1=CC=C(C=C1)OCCN1CCOCC1)OC1CCCC1)O)NC(O[C@H]1CO[C@H]2OCC[C@H]21)=O ((3R,3aS,6aR)hexahydrofuro[2,3-b]furan-3-yl N-[(1S,2R)-1-benzyl-3-((cyclopentyloxy)[4-(2-morpholinoethoxy)phenyl]sulfonylamino)-2-hydroxypropyl]carbamate), C(C)(=O)OCC (ethyl acetate). Product: C(C1=CC=CC=C1)[C@@H]([C@@H](CN(S(=O)(=O)C1=CC(=CC=C1)OCCN1CCOCC1)OC1CCCC1)O)NC(O[C@H]1CO[C@H]2OCC[C@H]21)=O ((3R,3aS,6aR)hexahydrofuro[2,3-b]furan-3-yl N-[(1S,2R)-1-benzyl-3-((cyclopentyloxy)[3-(2-morpholinoethoxy)phenyl]sulfonylamino)-2-hydroxypropyl]carbamate). As a reaction SMILES: [CH2:1]([C@H:8]([NH:37][C:38](=[O:48])[O:39][C@@H:40]1[C@H:47]2[C@H:43]([O:44][CH2:45][CH2:46]2)[O:42][CH2:41]1)[C@H:9]([OH:36])[CH2:10][N:11]([O:30][CH:31]1[CH2:35][CH2:34][CH2:33][CH2:32]1)[S:12]([C:15]1[CH:20]=[CH:19][C:18](OCCN2CCOCC2)=[CH:17][CH:16]=1)(=[O:14])=[O:13])[C:2]1[CH:7]=[CH:6][CH:5]=[CH:4][CH:3]=1.[C:49]([O:52][CH2:53][CH3:54])(=O)[CH3:50]>>[CH2:1]([C@H:8]([NH:37][C:38](=[O:48])[O:39][C@@H:40]1[C@H:47]2[C@H:43]([O:44][CH2:45][CH2:46]2)[O:42][CH2:41]1)[C@H:9]([OH:36])[CH2:10][N:11]([O:30][CH:31]1[CH2:32][CH2:33][CH2:34][CH2:35]1)[S:12]([C:15]1[CH:16]=[CH:17][CH:18]=[C:19]([O:36][CH2:9][CH2:8][N:37]2[CH2:54][CH2:53][O:52][CH2:49][CH2:50]2)[CH:20]=1)(=[O:14])=[O:13])[C:2]1[CH:7]=[CH:6][CH:5]=[CH:4][CH:3]=1. Procedure details: This compound was prepared from Example 44 under the same conditions used for the preparation of Example 98 (3R,3aS,6aR)hexahydrofuro[2,3-b]furan-3-yl N-[(1S,2R)-1-benzyl-3-((cyclopentyloxy)[4-(2-morpholinoethoxy)phenyl]sulfonylamino)-2-hydroxypropyl]carbamate. Rf=0.15 (ethyl acetate); H1-NMR (CDCl3): δ 7.44-7.14 (10H,m), 5.62 (1H,s), 5.00 (1H,m), 4.79 (2H,m), 4.16 (2H,m), 3.98-3.60 (10H,m), 3.12 (1H,bs), 3.02-2.71 (8H,m), 2.58 (4H,m), 1.90-1.72 (4H,m), 1.72-1.42 (4H, m); MS (ESI): M+H=690.